Dataset: the Open Reaction Database (ORD), a public repository of structured organic reaction records. Task: describe an organic reaction: reactants, conditions, products, and yield Reactants: O1CCN(CC1)C=1C=2N(C(=CN1)C#N)C=C(N2)COC2=NC1=CC=CC=C1C=C2 (8-Morpholino-2-((quinolin-2-yloxy)methyl)imidazo[1,2-a]pyrazine-5-carbonitrile), NO (hydroxylamine). Solvent: CCO (EtOH). Product: O\N=C(/N)\C1=CN=C(C=2N1C=C(N2)COC2=NC1=CC=CC=C1C=C2)N2CCOCC2 ((Z)-N′-hydroxy-8-morpholino-2-((quinolin-2-yloxy)methyl)imidazo[1,2-a]pyrazine-5-carboximidamide). As a reaction SMILES: [O:1]1[CH2:6][CH2:5][N:4]([C:7]2[C:8]3[N:9]([CH:15]=[C:16]([CH2:18][O:19][C:20]4[CH:29]=[CH:28][C:27]5[C:22](=[CH:23][CH:24]=[CH:25][CH:26]=5)[N:21]=4)[N:17]=3)[C:10]([C:13]#[N:14])=[CH:11][N:12]=2)[CH2:3][CH2:2]1.[NH2:30][OH:31]>CCO>[OH:31]/[N:30]=[C:13](/[C:10]1[N:9]2[CH:15]=[C:16]([CH2:18][O:19][C:20]3[CH:29]=[CH:28][C:27]4[C:22](=[CH:23][CH:24]=[CH:25][CH:26]=4)[N:21]=3)[N:17]=[C:8]2[C:7]([N:4]2[CH2:5][CH2:6][O:1][CH2:2][CH2:3]2)=[N:12][CH:11]=1)\[NH2:14]. Procedure details: A mixture of compound 55a (100 mg, 0.26 mmol) and hydroxylamine (50% wt, 0.086 mL, 1.4 mmol) in EtOH (2 mL) was heated to 90° C. for 5 h. The precipitate obtained was collected by filtration, washed with EtOH, and dried to give compound 55b. Mass Spectrum (LCMS, ESI pos.) Calcd. for C21H21N7O3: 420.2 [M+H]. found 420.2 Starting materials: ClC1=C(C(=O)N[C@@H](CC2=CC=C(C=C2)C2=C(C=CC=C2OC)OC)C(=O)O)C(=CC=C1)Cl (N-(2,6-dichlorobenzoyl)-4-(2,6-dimethoxyphenyl)-L-phenylalanine), C(C(=O)Cl)(=O)Cl (oxalyl chloride), CN(C)C=O (DMF). The solvent is C1CCOC1 (THF). Reaction conditions: temperature 0 celsius, time 2 hour. Yields the product ClC1=C(C(=O)N[C@@H](CC2=CC=C(C=C2)C2=C(C=CC=C2OC)OC)C(=O)Cl)C(=CC=C1)Cl (N-(2,6-dichlorobenzoyl)-4-(2,6-dimethoxyphenyl)-L-phenylalanyl chloride). As a reaction SMILES: [Cl:1][C:2]1[CH:31]=[CH:30][CH:29]=[C:28]([Cl:32])[C:3]=1[C:4]([NH:6][C@H:7]([C:25]([OH:27])=O)[CH2:8][C:9]1[CH:14]=[CH:13][C:12]([C:15]2[C:20]([O:21][CH3:22])=[CH:19][CH:18]=[CH:17][C:16]=2[O:23][CH3:24])=[CH:11][CH:10]=1)=[O:5].C(Cl)(=O)C([Cl:36])=O.CN(C=O)C>C1COCC1>[Cl:1][C:2]1[CH:31]=[CH:30][CH:29]=[C:28]([Cl:32])[C:3]=1[C:4]([NH:6][C@H:7]([C:25]([Cl:36])=[O:27])[CH2:8][C:9]1[CH:14]=[CH:13][C:12]([C:15]2[C:20]([O:21][CH3:22])=[CH:19][CH:18]=[CH:17][C:16]=2[O:23][CH3:24])=[CH:11][CH:10]=1)=[O:5]. Procedure details: To a solution of N-(2,6-dichlorobenzoyl)-4-(2,6-dimethoxyphenyl)-L-phenylalanine (0.1 g) in THF (5 mL) at 0° C. under N2 was added oxalyl chloride (0.055 mL) followed by a drop of DMF. The solution was stirred at 0° C. for 2 h followed by stirring at room temperature for 2 h. THF was evaporated and fresh THF (5 mL) was added and the solution was evaporated again. This process was repeated one more time and the residue was dried under vacuum to yield N-(2,6-dichlorobenzoyl)-4-(2,6-dimethoxyphenyl... Reagents/catalysts: CC(C)(C)P(C1=CC=C(C=C1)N(C)C)C(C)(C)C.CC(C)(C)P(C1=CC=C(C=C1)N(C)C)C(C)(C)C.Cl[Pd]Cl (bis(di-tert-butyl(4-dimethylaminophenyl)phosphine)dichloropalladium(II)). Product: [N+](=O)([O-])C=1C=C(C=CC1)C=1N=C2N(C3=C(NC4=C2C=CC=C4)N=CC=C3)C1C1=CC=C(C=C1)C1(CCC1)NC(OC(C)(C)C)=O (tert-butyl (1-{4-[2-(3-nitrophenyl)-9H-imidazo[1,2-d]pyrido[2,3-b][1,4]benzodiazepin-3-yl]phenyl}cyclobutyl)carbamate). Reactants: ClC=1N=C2N(C3=C(NC4=C2C=CC=C4)N=CC=C3)C1C1=CC=C(C=C1)C1(CCC1)NC(OC(C)(C)C)=O (tert-butyl {1-[4-(2-chloro-9H-imidazo[1,2-d]pyrido[2,3-b][1,4]benzodiazepin-3-yl)phenyl]cyclobutyl}carbamate), [N+](=O)([O-])C=1C=C(C=CC1)B1OC(C)(C)C(C)(C)O1 (3-nitrophenyl boronic acid pinacol ester), C(=O)([O-])[O-].[Na+].[Na+] (Na2CO3). Reaction conditions: temperature 160 celsius. Run in CN(C)C=O (DMF), CCOC(=O)C (EtOAc). RXN SMILES: Cl[C:2]1[N:3]=[C:4]2[C:10]3[CH:11]=[CH:12][CH:13]=[CH:14][C:9]=3[NH:8][C:7]3[N:15]=[CH:16][CH:17]=[CH:18][C:6]=3[N:5]2[C:19]=1[C:20]1[CH:25]=[CH:24][C:23]([C:26]2([NH:30][C:31](=[O:37])[O:32][C:33]([CH3:36])([CH3:35])[CH3:34])[CH2:29][CH2:28][CH2:27]2)=[CH:22][CH:21]=1.[N+:38]([C:41]1[CH:42]=[C:43](B2OC(C)(C)C(C)(C)O2)[CH:44]=[CH:45][CH:46]=1)([O-:40])=[O:39].C([O-])([O-])=O.[Na+].[Na+]>CN(C=O)C.CCOC(C)=O.CC(P(C(C)(C)C)C1C=CC(N(C)C)=CC=1)(C)C.CC(P(C(C)(C)C)C1C=CC(N(C)C)=CC=1)(C)C.Cl[Pd]Cl>[N+:38]([C:41]1[CH:46]=[C:45]([C:2]2[N:3]=[C:4]3[C:10]4[CH:11]=[CH:12][CH:13]=[CH:14][C:9]=4[NH:8][C:7]4[N:15]=[CH:16][CH:17]=[CH:18][C:6]=4[N:5]3[C:19]=2[C:20]2[CH:25]=[CH:24][C:23]([C:26]3([NH:30][C:31](=[O:37])[O:32][C:33]([CH3:35])([CH3:34])[CH3:36])[CH2:27][CH2:28][CH2:29]3)=[CH:22][CH:21]=2)[CH:44]=[CH:43][CH:42]=1)([O-:40])=[O:39] |f:2.3.4,7.8.9|. Yield: 96.2%. Reported procedure: A mixture of tert-butyl {1-[4-(2-chloro-9H-imidazo[1,2-d]pyrido[2,3-b][1,4]benzodiazepin-3-yl)phenyl]cyclobutyl}carbamate (291 mg, 0.500 mmol), 3-nitrophenyl boronic acid pinacol ester (187 mg, 0.750 mmol), bis(di-tert-butyl(4-dimethylaminophenyl)phosphine)dichloropalladium(II) (35.4 mg, 0.0500 mmol) and 2M Na2CO3 (0.500 mL, 1.00 mmol) in DMF (4.00 mL) was heated at 160° C. under microwave irradiation for 1 hour under nitrogen. After cooling to room temperature, the mixture was diluted with EtOA... Starting materials: FC1(NC2=C(N1OC=1C=NC=CC1)C=C(C=C2)OC=2C=NC(=CC2)S(=O)(=O)C)C2=NC=CC=C2 (2-Fluoropyridin-3-yloxy-6-(6-methanesulfonyl-pyridin-3-yloxy)-2-pyridin-2-yl-1H-benzimidazole), N1=C(C=NC=C1)C(=O)O (pyrazine-2-carboxylic acid). Product: FC1(NC2=C(N1OC=1C=NC=CC1)C=C(C=C2)OC=2C=NC(=CC2)S(=O)(=O)C)C2=NC=CN=C2 (2-Fluoropyridin-3-yloxy-6-(6-methanesulfonyl-pyridin-3-yloxy)-2-pyrazin-2-yl-1H-benzimidazole). As a reaction SMILES: [F:1][C:2]1([C:29]2[CH:34]=C[CH:32]=[CH:31][N:30]=2)[N:6]([O:7][C:8]2[CH:9]=[N:10][CH:11]=[CH:12][CH:13]=2)[C:5]2[CH:14]=[C:15]([O:18][C:19]3[CH:20]=[N:21][C:22]([S:25]([CH3:28])(=[O:27])=[O:26])=[CH:23][CH:24]=3)[CH:16]=[CH:17][C:4]=2[NH:3]1.[N:35]1C=CN=CC=1C(O)=O>>[F:1][C:2]1([C:29]2[CH:34]=[N:35][CH:32]=[CH:31][N:30]=2)[N:6]([O:7][C:8]2[CH:9]=[N:10][CH:11]=[CH:12][CH:13]=2)[C:5]2[CH:14]=[C:15]([O:18][C:19]3[CH:20]=[N:21][C:22]([S:25]([CH3:28])(=[O:26])=[O:27])=[CH:23][CH:24]=3)[CH:16]=[CH:17][C:4]=2[NH:3]1. Procedure: The entitled compound was obtained as a colorless solid in the same method as in Example 197 or in accordance with the method or by combining it with an ordinary method but using 4-(2-fluoro-pyridin-3-yloxy)-5-(6-methanesulfonyl-pyridin-3-yloxy)-benzene-1,2-diamine obtained in Example 211 and pyrazine-2-carboxylic acid. Reactants: COC1=CC=C(C=C1)P1(SP(S1)(C1=CC=C(C=C1)OC)=S)=S (2,4-bis-(4-methoxyphenyl)-1,3,2,4-dithiadiphosphetane-2,4-disulphide), ClC=1C=CC2=C(C(=CCC(N2)=O)C2=C(C=CC=C2)F)C1 (7-chloro-5-(2-fluorophenyl)-1,3-dihydro-2H-1-benzazepin-2-one), O (water). The solvent is CN(P(N(C)C)(N(C)C)=O)C (hexamethylphosphoric acid triamide). Yields the product ClC=1C=CC2=C(C(=CCC(N2)=S)C2=C(C=CC=C2)F)C1 (7-chloro-5-(2-fluorophenyl)-1,3-dihydro-2H-1-benzazepine-2-thione). As a reaction SMILES: [Cl:1][C:2]1[CH:3]=[CH:4][C:5]2[NH:11][C:10](=O)[CH2:9][CH:8]=[C:7]([C:13]3[CH:18]=[CH:17][CH:16]=[CH:15][C:14]=3[F:19])[C:6]=2[CH:20]=1.COC1C=CC(P2(=S)SP(=S)(C3C=CC(OC)=CC=3)[S:30]2)=CC=1.O>CN(C)P(=O)(N(C)C)N(C)C>[Cl:1][C:2]1[CH:3]=[CH:4][C:5]2[NH:11][C:10](=[S:30])[CH2:9][CH:8]=[C:7]([C:13]3[CH:18]=[CH:17][CH:16]=[CH:15][C:14]=3[F:19])[C:6]=2[CH:20]=1. Procedure: 20.2 g of 7-chloro-5-(2-fluorophenyl)-1,3-dihydro-2H-1-benzazepin-2-one are dissolved in 110 ml of hexamethylphosphoric acid triamide and treated with 13.8 g of 2,4-bis-(4-methoxyphenyl)-1,3,2,4-dithiadiphosphetane-2,4-disulphide. The mixture is warmed to 100° for 1 hour, again cooled to room temperature and poured into 2.2 l of water. The mixture is extracted three times with ethyl acetate and the organic extracts are washed with water, sodium hydrogen carbonate solution and with saturated sodi... The reactants are Cl[Sn](Cl)(Cl)Cl (SnCl4), CC1=C(C=CC(=C1)[N+](=O)[O-])O (2-methyl-4-nitrophenol), C(C)(=O)O[C@H]1[C@H](OC(C)=O)[C@@H](OC(C)=O)[C@@H](OC(C)=O)[C@H](O1)COC(C)=O (1,2,3,4,6-penta-O-acetyl-β-D-galactose). The solvent is O (water). Run at temperature 60 celsius, time 12 hour. Product: C(C)(=O)O[C@H]1[C@@H](OC2=C(C=C(C=C2)[N+](=O)[O-])C)O[C@@H]([C@@H]([C@@H]1OC(C)=O)OC(C)=O)COC(C)=O (2-Methyl-4-nitrophenyl 2,3,4,6-tetra-O-acetyl-α-D-galactopyranoside). Reaction SMILES: Cl[Sn](Cl)(Cl)Cl.[CH3:6][C:7]1[CH:12]=[C:11]([N+:13]([O-:15])=[O:14])[CH:10]=[CH:9][C:8]=1[OH:16].C(O[C@@H:21]1[O:38][C@H:37]([CH2:39][O:40][C:41](=[O:43])[CH3:42])[C@H:32]([O:33][C:34](=[O:36])[CH3:35])[C@H:27]([O:28][C:29](=[O:31])[CH3:30])[C@H:22]1[O:23][C:24](=[O:26])[CH3:25])(=O)C>O>[C:24]([O:23][C@@H:22]1[C@@H:27]([O:28][C:29](=[O:31])[CH3:30])[C@@H:32]([O:33][C:34](=[O:36])[CH3:35])[C@@H:37]([CH2:39][O:40][C:41](=[O:43])[CH3:42])[O:38][C@@H:21]1[O:16][C:8]1[CH:9]=[CH:10][C:11]([N+:13]([O-:15])=[O:14])=[CH:12][C:7]=1[CH3:6])(=[O:26])[CH3:25]. Procedure: SnCl4 (0.6 ml) is added slowly to a solution of 2-methyl-4-nitrophenol (ref.: J. S. ANDERSON and K. C. BROWN, Synthetic Commun., 13, 233-236, 1983) and 1,2,3,4,6-penta-O-acetyl-β-D-galactose (1 g, 2.56 mmol), kept at room temperature. The reaction mixture is then stirred under nitrogen for 12 hours at 60° C. After hydrolysis in iced water, extraction with CH2Cl2, followed by washing with a saturated solution of sodium bicarbonate and then water, gives 42, which is then purified by chromatography... Starting materials: OC(CC(C)(C)C1=C(C(=O)O)C=CC=C1)(CC#C)C(F)(F)F (2-(3-hydroxy-1,1-dimethyl-3-trifluoromethylhex-5-ynyl)benzoic acid), N1C=NC=C1 (imidazole), Cl[Si](C)(C)C (chlorotrimethylsilane). The solvent is C(C)OCC (diethyl ether), CN(C)C=O (DMF). Reaction conditions: time 2 hour. Yields the product CC(CC(CC#C)(O[Si](C)(C)C)C(F)(F)F)(C)C1=C(C(=O)O)C=CC=C1 (2-(1,1-dimethyl-3-trifluoromethyl-3-trimethylsilanyloxy-hex-5-ynyl)benzoic acid). Isolated yield 99.7%. RXN SMILES: [OH:1][C:2]([C:19]([F:22])([F:21])[F:20])([CH2:16][C:17]#[CH:18])[CH2:3][C:4]([C:7]1[CH:15]=[CH:14][CH:13]=[CH:12][C:8]=1[C:9]([OH:11])=[O:10])([CH3:6])[CH3:5].N1C=CN=C1.Cl[Si:29]([CH3:32])([CH3:31])[CH3:30]>CN(C=O)C.C(OCC)C>[CH3:6][C:4]([C:7]1[CH:15]=[CH:14][CH:13]=[CH:12][C:8]=1[C:9]([OH:11])=[O:10])([CH3:5])[CH2:3][C:2]([C:19]([F:20])([F:21])[F:22])([O:1][Si:29]([CH3:32])([CH3:31])[CH3:30])[CH2:16][C:17]#[CH:18]. Procedure details: To a solution of 2-(3-hydroxy-1,1-dimethyl-3-trifluoromethylhex-5-ynyl)benzoic acid (345 mg, 1.10 mmol) and imidazole (374 mg, 5.49 mmol) in 1 mL of DMF was added chlorotrimethylsilane (0.42 mL, 3.29 mmol). The reaction mixture was stirred for 2 hours then diluted with 75 mL of diethyl ether, washed with two 50 mL portions of 1M aqueous HCl, dried over magnesium sulfate, filtered, and concentrated in vacuo to afford 2-(1,1-dimethyl-3-trifluoromethyl-3-trimethylsilanyloxy-hex-5-ynyl)benzoic acid ...